The task is: describe an organic reaction: reactants, conditions, products, and yield. This data is from the Open Reaction Database (ORD), a public repository of structured organic reaction records. Reactants: S1C=C(C=C1)CCN (2-thiophen-3-yl-ethylamine), IC=1C=C(C(=CC1)C)C (4-iodo-o-xylene), C(C)(=O)OC([C@@H](O)C1=CC=CC=C1)=O ((S)-(+)-O-acetyl-L-mandelic acid). Product: CC=1C=C(C=CC1C)N(C([C@H](C1=CC=CC=C1)O)=O)CCC1=CSC=C1 ((S)—N-(3,4-Dimethyl-phenyl)-2-hydroxy-2-phenyl-N-(2-thiophen-3-yl-ethyl)-acetamide). RXN SMILES: [S:1]1[CH:5]=[CH:4][C:3]([CH2:6][CH2:7][NH2:8])=[CH:2]1.I[C:10]1[CH:11]=[C:12]([CH3:17])[C:13]([CH3:16])=[CH:14][CH:15]=1.C([O:21][C:22](=O)[C@H:23]([C:25]1[CH:30]=[CH:29][CH:28]=[CH:27][CH:26]=1)[OH:24])(=O)C>>[CH3:17][C:12]1[CH:11]=[C:10]([N:8]([CH2:7][CH2:6][C:3]2[CH:4]=[CH:5][S:1][CH:2]=2)[C:22](=[O:21])[C@@H:23]([OH:24])[C:25]2[CH:30]=[CH:29][CH:28]=[CH:27][CH:26]=2)[CH:15]=[CH:14][C:13]=1[CH3:16]. Procedure: In analogy to example 22 step 1 and 26 step 1-2, (3,4-dimethyl-phenyl)-(2-thiophen-3-yl-ethyl)-amine obtained by reacting 2-thiophen-3-yl-ethylamine (commercial) with 4-iodo-o-xylene (commercial) was coupled with (S)-(+)-O-acetyl-L-mandelic acid then hydrolysed to provide the title compound. MS(m/e): 366.2 [M+H]+.